This data is from the Open Reaction Database (ORD), a public repository of structured organic reaction records. The task is: describe an organic reaction: reactants, conditions, products, and yield Reactants: [H-].[Na+] (sodium hydride), O (Water), N1(CCCC1)CC=1C=C(C=CC1)O (3-(Pyrrolidinomethyl)phenol), BrCCCC#N (4-bromobutyronitrile). The solvent is CN(C)C=O (DMF), C(C)(=O)O (acetic acid). Run at time 40 hour. The product is N1(CCCC1)CC=1C=C(OCCCC#N)C=CC1 (4-[3-(Pyrrolidinomethyl)phenoxy]butyronitrile). RXN SMILES: [N:1]1([CH2:6][C:7]2[CH:8]=[C:9]([OH:13])[CH:10]=[CH:11][CH:12]=2)[CH2:5][CH2:4][CH2:3][CH2:2]1.[H-].[Na+].Br[CH2:17][CH2:18][CH2:19][C:20]#[N:21].O>CN(C=O)C.C(O)(=O)C>[N:1]1([CH2:6][C:7]2[CH:8]=[C:9]([CH:10]=[CH:11][CH:12]=2)[O:13][CH2:17][CH2:18][CH2:19][C:20]#[N:21])[CH2:5][CH2:4][CH2:3][CH2:2]1 |f:1.2|. Procedure: 3-(Pyrrolidinomethyl)phenol (10 g) was dissolved in DMF (50 ml). The solution was cooled in ice and sodium hydride (2.98 g) added over 45 minutes. After stirring for a further 60 minutes 4-bromobutyronitrile (6.2 ml) was added dropwise. The mixture was then stirred at room temperature for a further 40 hours. Water was added (150 ml) and the pH of the solution adjusted to about 5 with glacial acetic acid. The solution was extracted with ether (3×100 ml). The aqueous layer was adjusted to pH 10 wi...